Dataset: the Open Reaction Database (ORD), a public repository of structured organic reaction records. Task: describe an organic reaction: reactants, conditions, products, and yield The reactants are OC1=CC=CC=2O[C@H](COC21)COS(=O)(=O)C (methanesulfonic acid (R)-5-hydroxy-2,3-dihydro-benzo[1,4]dioxin-2-ylmethyl ester), C(C1=CC=CC=C1)Br (benzyl bromide), C([O-])([O-])=O.[K+].[K+] (potassium carbonate). The solvent is CC(=O)C (acetone). Yields the product C(C1=CC=CC=C1)OC1=CC=CC=2O[C@H](COC21)COS(=O)(=O)C (Methanesulfonic acid (R)-5-benzyloxy-2,3-dihydro-benzo[1,4]dioxin-2-ylmethyl ester). Isolated yield 1.5%. Reaction SMILES: [OH:1][C:2]1[C:11]2[O:10][CH2:9][C@H:8]([CH2:12][O:13][S:14]([CH3:17])(=[O:16])=[O:15])[O:7][C:6]=2[CH:5]=[CH:4][CH:3]=1.[CH2:18](Br)[C:19]1[CH:24]=[CH:23][CH:22]=[CH:21][CH:20]=1.C(=O)([O-])[O-].[K+].[K+]>CC(C)=O>[CH2:18]([O:1][C:2]1[C:11]2[O:10][CH2:9][C@H:8]([CH2:12][O:13][S:14]([CH3:17])(=[O:16])=[O:15])[O:7][C:6]=2[CH:5]=[CH:4][CH:3]=1)[C:19]1[CH:24]=[CH:23][CH:22]=[CH:21][CH:20]=1 |f:2.3.4|. Procedure: A mixture of methanesulfonic acid (R)-5-hydroxy-2,3-dihydro-benzo[1,4]dioxin-2-ylmethyl ester (0.6 g, 1.69 mmol), benzyl bromide (0.4 g, 2.30 mmol) and potassium carbonate (1.14 g, 8.30 mmol) in acetone (30 ml) was refluxed under nitrogen atmosphere for 5 h. The crude product was crystallized from 2-propanol to yield 8.8 mg of the pure title compound. Starting materials: CN=Cc1ccccc1, O, OP(O)O. Product: CNC(c1ccccc1)P(=O)(O)O. Reaction SMILES: [CH:5]([c:6]1[cH:7][cH:8][cH:9][cH:10][cH:11]1)=[N:12][CH3:13].[OH2:14].[P:1]([OH:2])([OH:3])[OH:4]>>[P:1]([OH:2])([OH:3])(=[O:4])[CH:5]([c:6]1[cH:7][cH:8][cH:9][cH:10][cH:11]1)[NH:12][CH3:13]. Starting materials: [H][H] (hydrogen), [H][H] (hydrogen), [N+](=O)([O-])C1=C(C=CC=C1)NC(CN(C)CC1=CC=CC=C1)=O (N-(2-nitrophenyl)-2-(N-benzyl-N-methylamino)acetamide). Reagents/catalysts: [Pt]=O (platinum oxide). Solvent: CO (methanol). Yields the product NC1=C(C=CC=C1)NC(CN(C)CC1=CC=CC=C1)=O (N-(2-aminophenyl)-2-(N-benzyl-N-methylamino)acetamide). Yield: 46.3%. Reaction SMILES: [N+:1]([C:4]1[CH:9]=[CH:8][CH:7]=[CH:6][C:5]=1[NH:10][C:11](=[O:22])[CH2:12][N:13]([CH2:15][C:16]1[CH:21]=[CH:20][CH:19]=[CH:18][CH:17]=1)[CH3:14])([O-])=O.[H][H]>CO.[Pt]=O>[NH2:1][C:4]1[CH:9]=[CH:8][CH:7]=[CH:6][C:5]=1[NH:10][C:11](=[O:22])[CH2:12][N:13]([CH2:15][C:16]1[CH:17]=[CH:18][CH:19]=[CH:20][CH:21]=1)[CH3:14]. Reported procedure: A suspension of N-(2-nitrophenyl)-2-(N-benzyl-N-methylamino)acetamide (30 g) and platinum oxide (0.3 g) in methanol (500 ml) was shaken in an atmosphere of hydrogen at laboratory temperature and atmospheric pressure until the uptake of hydrogen was complete. 6.6 Litres of hydrogen were absorbed. The mixture was filtered, and evaporated to dryness to give an oil which was extracted with boiling cyclohexane (1litre). On cooling, N-(2-aminophenyl)-2-(N-benzyl-N-methylamino)acetamide (12.5 g) was ob... The reactants are [N+](=O)([O-])C1=C2C(N(C(C2=CC=C1)=O)C(C(=O)O)CCC(N)=O)=O (2-(4-nitro-1,3-dioxoisoindolin-2-yl)-4-carbamoylbutanoic acid), [H][H] (hydrogen). Reagents/catalysts: [Pd] (Pd/C). The solvent is CN(C=O)C (dimethylformamide). The product is NC1=C2C(N(C(C2=CC=C1)=O)C(C(=O)O)CCC(N)=O)=O (2-(4-amino-1,3-dioxoisoindolin-2-yl)-4-carbamoylbutanoic acid). RXN SMILES: [N+:1]([C:4]1[CH:12]=[CH:11][CH:10]=[C:9]2[C:5]=1[C:6](=[O:23])[N:7]([CH:14]([CH2:18][CH2:19][C:20](=[O:22])[NH2:21])[C:15]([OH:17])=[O:16])[C:8]2=[O:13])([O-])=O.[H][H]>CN(C)C=O.[Pd]>[NH2:1][C:4]1[CH:12]=[CH:11][CH:10]=[C:9]2[C:5]=1[C:6](=[O:23])[N:7]([CH:14]([CH2:18][CH2:19][C:20](=[O:22])[NH2:21])[C:15]([OH:17])=[O:16])[C:8]2=[O:13]. Procedure: A mixture of 2-(4-nitro-1,3-dioxoisoindolin-2-yl)-4-carbamoylbutanoic acid (5 mmol) and 10% Pd/C (250 mg) in dimethylformamide is hydrogenated under 60 psi of hydrogen in a Parr Type Shaker to afford 2-(4-amino-1,3-dioxoisoindolin-2-yl)-4-carbamoylbutanoic acid. Reactants: CNS(=O)(=O)Cc1ccc2[nH]cc(CCN(C)C)c2c1, CCCCCCCCCC(=O)O, CCOC(C)=O. The product is CNS(=O)(=O)Cc1ccc2[nH]cc(CCN(C)C)c2c1, CCCCCCCCCC(=O)[O-]. RXN SMILES: [CH3:13][NH:14][S:15](=[O:16])(=[O:17])[CH2:18][c:19]1[cH:20][cH:21][c:22]2[nH:23][cH:24][c:25]([CH2:26][CH2:27][N:28]([CH3:29])[CH3:30])[c:31]2[cH:32]1.[CH3:1][CH2:2][CH2:3][CH2:4][CH2:5][CH2:6][CH2:7][CH2:8][CH2:9][C:10]([OH:11])=[O:12].[CH3:33][CH2:34][O:35][C:36](=[O:37])[CH3:38]>>[CH3:13][NH:14][S:15](=[O:16])(=[O:17])[CH2:18][c:19]1[cH:20][cH:21][c:22]2[nH:23][cH:24][c:25]([CH2:26][CH2:27][N:28]([CH3:29])[CH3:30])[c:31]2[cH:32]1.[CH3:1][CH2:2][CH2:3][CH2:4][CH2:5][CH2:6][CH2:7][CH2:8][CH2:9][C:10](=[O:11])[O-:12]. Reactants: NC1=NC(=NC=C1C(=O)C1=C(C=CC(=C1)C)OC)S(=O)CC ((4-amino-2-ethanesulfinyl-pyrimidin-5-yl)-(2-methoxy-5-methyl-phenyl)-methanone), FC(C(=O)O)(F)F.CS(=O)(=O)N1CCC(CC1)N (1-methanesulfonyl-piperidin-4-ylamine; compound with trifluoroacetic acid). Product: NC1=NC(=NC=C1C(=O)C1=C(C=CC(=C1)C)OC)NC1CCN(CC1)S(=O)(=O)C ([4-amino-2-(1-methanesulfonyl-piperidin-4-ylamino)-pyrimidin-5-yl]-(2-methoxy-5-methyl-phenyl)-methanone). As a reaction SMILES: [NH2:1][C:2]1[C:7]([C:8]([C:10]2[CH:15]=[C:14]([CH3:16])[CH:13]=[CH:12][C:11]=2[O:17][CH3:18])=[O:9])=[CH:6][N:5]=[C:4](S(CC)=O)[N:3]=1.FC(F)(F)C(O)=O.[CH3:30][S:31]([N:34]1[CH2:39][CH2:38][CH:37]([NH2:40])[CH2:36][CH2:35]1)(=[O:33])=[O:32]>>[NH2:1][C:2]1[C:7]([C:8]([C:10]2[CH:15]=[C:14]([CH3:16])[CH:13]=[CH:12][C:11]=2[O:17][CH3:18])=[O:9])=[CH:6][N:5]=[C:4]([NH:40][CH:37]2[CH2:38][CH2:39][N:34]([S:31]([CH3:30])(=[O:33])=[O:32])[CH2:35][CH2:36]2)[N:3]=1 |f:1.2|. Procedure details: The same procedure as described in Example 326 was used, starting with (4-amino-2-ethanesulfinyl-pyrimidin-5-yl)-(2-methoxy-5-methyl-phenyl)-methanone (Example 325) and 1-methanesulfonyl-piperidin-4-ylamine; compound with trifluoroacetic acid (Example 162) to give [4-amino-2-(1-methanesulfonyl-piperidin-4-ylamino)-pyrimidin-5-yl]-(2-methoxy-5-methyl-phenyl)-methanone. MS (M+H)+, 420 Starting materials: COC=1C=C(C(=O)O)C=C2C1OCCO2 (3-methoxy-4,5-ethylenedioxybenzoic acid), Cl.C(C)OCCN1C(=NC2=C1C=CC=C2)NC2CCN(CC2)CCC2(CNCC2)C2=CC=CC=C2 (3-(2-(4-(1-(2-ethoxyethyl)-1H-benzimidazol-2-yl-amino)piperidin-1-yl)ethyl)-3-phenylpyrrolidine hydrochloric acid salt). Product: COC=1C=C(C(=O)N2CC(CC2)(C2=CC=CC=C2)CCN2CCC(CC2)NC2=NC3=C(N2CCOCC)C=CC=C3)C=C3C1OCCO3 (1-(3-methoxy-4,5-ethylenedioxybenzoyl)-3-(2-(4-(1-(2-ethoxyethyl)-1H-benzimidazol-2-yl-amino)piperidin-1-yl)ethyl)-3-phenylpyrrolidine). RXN SMILES: [CH3:1][O:2][C:3]1[CH:4]=[C:5]([CH:9]=[C:10]2[O:15][CH2:14][CH2:13][O:12][C:11]=12)[C:6]([OH:8])=O.Cl.[CH2:17]([O:19][CH2:20][CH2:21][N:22]1[C:26]2[CH:27]=[CH:28][CH:29]=[CH:30][C:25]=2[N:24]=[C:23]1[NH:31][CH:32]1[CH2:37][CH2:36][N:35]([CH2:38][CH2:39][C:40]2([C:45]3[CH:50]=[CH:49][CH:48]=[CH:47][CH:46]=3)[CH2:44][CH2:43][NH:42][CH2:41]2)[CH2:34][CH2:33]1)[CH3:18]>>[CH3:1][O:2][C:3]1[CH:4]=[C:5]([CH:9]=[C:10]2[O:15][CH2:14][CH2:13][O:12][C:11]=12)[C:6]([N:42]1[CH2:43][CH2:44][C:40]([CH2:39][CH2:38][N:35]2[CH2:36][CH2:37][CH:32]([NH:31][C:23]3[N:22]([CH2:21][CH2:20][O:19][CH2:17][CH3:18])[C:26]4[CH:27]=[CH:28][CH:29]=[CH:30][C:25]=4[N:24]=3)[CH2:33][CH2:34]2)([C:45]2[CH:50]=[CH:49][CH:48]=[CH:47][CH:46]=2)[CH2:41]1)=[O:8] |f:1.2|. Reported procedure: Prepare by the method of Example 59.1 using 3-methoxy-4,5-ethylenedioxybenzoic acid and 3-(2-(4-(1-(2-ethoxyethyl)-1H-benzimidazol-2-yl-amino)piperidin-1-yl)ethyl)-3-phenylpyrrolidine hydrochloric acid salt (prepared from (−)-3-phenyl-3-(2-hydroxyethyl)pyrrolidine (R,R)-di-p-anisoyltartaric acid salt) to give the title compound. The reactants are OCC1=NC=CC=C1 (2-(hydroxymethyl)pyridine), COC(=O)C=1C=CC(=CC1)O (methyl p-hydroxybenzoate), C1(=CC=CC=C1)P(C1=CC=CC=C1)C1=CC=CC=C1 (triphenylphosphine), N(=NC(=O)OC(C)C)C(=O)OC(C)C (diisopropyl azodicarboxylate). Solvent: C1CCOC1 (THF), O (Water). Conditions: time 20 minute. Yields the product COC(C1=CC=C(C=C1)OCC1=NC=CC=C1)=O (4-(Pyridin-2-ylmethoxy)-benzoic acid methyl ester). Yield: 146.5%. As a reaction SMILES: [OH:1][CH2:2][C:3]1[CH:8]=[CH:7][CH:6]=[CH:5][N:4]=1.[CH3:9][O:10][C:11]([C:13]1[CH:14]=[CH:15][C:16](O)=[CH:17][CH:18]=1)=[O:12].C1(P(C2C=CC=CC=2)C2C=CC=CC=2)C=CC=CC=1.N(C(OC(C)C)=O)=NC(OC(C)C)=O>O.C1COCC1>[CH3:9][O:10][C:11](=[O:12])[C:13]1[CH:14]=[CH:15][C:16]([O:1][CH2:2][C:3]2[CH:8]=[CH:7][CH:6]=[CH:5][N:4]=2)=[CH:17][CH:18]=1. Procedure: To a solution of THF (50 mL) of 2-(hydroxymethyl)pyridine (1.5 g), methyl p-hydroxybenzoate (2.1 g), and triphenylphosphine (5.0 g) was added diisopropyl azodicarboxylate (3.9 g) at 0° C., which was stirred for 20 minutes at room temperature. Water was added to the reaction solution, which was extracted with ethyl acetate. The solvent was evaporated from the organic layer under a reduced pressure, and the residue was purified by NH silica gel chromatography (heptane:ethyl acetate=2:1), then puri... Procedure details: To a solution of ethyl (RS)-1-(2-methoxyphenyl)-3-(3,4-methylenedioxyphenyl)indene-2-carboxylate (90 mg, 0.22 mmol) in EtOH (10 ml) was added 10% palladium on activated carbon (90 mg). The resulting suspension was shaken on a Parr hydrogenator at 60 psi H2 overnight, then was filtered through a pad of Celite. The filtrate was concentrated under reduced pressure to afford the title compound (90 mg, 100%), which was used without further purification. Reaction SMILES: [CH3:1][O:2][C:3]1[CH:8]=[CH:7][CH:6]=[CH:5][C:4]=1[CH:9]1[C:17]2[C:12](=[CH:13][CH:14]=[CH:15][CH:16]=2)[C:11]([C:18]2[CH:23]=[CH:22][C:21]3[O:24][CH2:25][O:26][C:20]=3[CH:19]=2)=[C:10]1[C:27]([O:29]CC)=[O:28]>CCO.[Pd]>[CH3:1][O:2][C:3]1[CH:8]=[CH:7][CH:6]=[CH:5][C:4]=1[CH:9]1[C:17]2[C:12](=[CH:13][CH:14]=[CH:15][CH:16]=2)[CH:11]([C:18]2[CH:23]=[CH:22][C:21]3[O:24][CH2:25][O:26][C:20]=3[CH:19]=2)[CH:10]1[C:27]([OH:29])=[O:28]. Reactants: COC1=C(C=CC=C1)C1C(=C(C2=CC=CC=C12)C1=CC2=C(C=C1)OCO2)C(=O)OCC (ethyl (RS)-1-(2-methoxyphenyl)-3-(3,4-methylenedioxyphenyl)indene-2-carboxylate). Conditions: time 8 hour. The reagents and catalysts are [Pd] (palladium on activated carbon). Product: COC1=C(C=CC=C1)C1C(C(C2=CC=CC=C12)C1=CC2=C(C=C1)OCO2)C(=O)O (1-(2-Methoxyphenyl)-3-(3,4-methylenedioxyphenyl)indane-2-carboxylic acid). Run in CCO (EtOH). Yield: 105.3%.